From a dataset of the Open Reaction Database (ORD), a public repository of structured organic reaction records. describe an organic reaction: reactants, conditions, products, and yield Starting materials: Fc1ccc(Br)cc1, O=C([O-])[O-], CCCC[N+](CCCC)(CCCC)CCCC, [Cu]I, [I-], [K+], [K+], NC1CCCCC1N, C1COCCO1, CC(C)(C(=O)O)C(c1ccccc1)c1ccc2[nH]ccc2c1. Product: CC(C)(C(=O)O)C(c1ccccc1)c1ccc2c(ccn2-c2ccc(F)cc2)c1. As a reaction SMILES: [Br:23][c:24]1[cH:25][cH:26][c:27]([F:30])[cH:28][cH:29]1.[C:31](=[O:32])([O-:33])[O-:34].[CH2:46]([N+:47]([CH2:48][CH2:49][CH2:50][CH3:51])([CH2:52][CH2:53][CH2:54][CH3:55])[CH2:56][CH2:57][CH2:58][CH3:59])[CH2:60][CH2:61][CH3:62].[Cu:63][I:64].[I-:45].[K+:35].[K+:36].[NH2:37][CH:38]1[CH2:39][CH2:40][CH2:41][CH2:42][CH:43]1[NH2:44].[O:65]1[CH2:66][CH2:67][O:68][CH2:69][CH2:70]1.[nH:1]1[cH:2][cH:3][c:4]2[cH:5][c:6]([CH:10]([C:11]([C:12](=[O:13])[OH:14])([CH3:15])[CH3:16])[c:17]3[cH:18][cH:19][cH:20][cH:21][cH:22]3)[cH:7][cH:8][c:9]12>>[n:1]1(-[c:24]2[cH:25][cH:26][c:27]([F:30])[cH:28][cH:29]2)[cH:2][cH:3][c:4]2[cH:5][c:6]([CH:10]([C:11]([C:12](=[O:13])[OH:14])([CH3:15])[CH3:16])[c:17]3[cH:18][cH:19][cH:20][cH:21][cH:22]3)[cH:7][cH:8][c:9]12. Starting materials: N1=CC(=CC=C1)C=1C=C2CCC(NC2=CC1)=O (6-Pyridin-3-yl-3,4-dihydro-1H-quinolin-2-one), COC=1C=CC(=CC1)P2(=S)SP(=S)(S2)C=3C=CC(=CC3)OC (Lawessons reagent). Solvent: C1(=CC=CC=C1)C (toluene). The product is N1=CC(=CC=C1)C=1C=C2CCC(NC2=CC1)=S (6-Pyridin-3-yl-3,4-dihydro-1H-quinoline-2-thione), hexanes ethyl acetate. RXN SMILES: [N:1]1[CH:6]=[CH:5][CH:4]=[C:3]([C:7]2[CH:8]=[C:9]3[C:14](=[CH:15][CH:16]=2)[NH:13][C:12](=O)[CH2:11][CH2:10]3)[CH:2]=1.COC1C=CC(P2(SP(C3C=CC(OC)=CC=3)(=S)S2)=[S:27])=CC=1>C1(C)C=CC=CC=1>[N:1]1[CH:6]=[CH:5][CH:4]=[C:3]([C:7]2[CH:8]=[C:9]3[C:14](=[CH:15][CH:16]=2)[NH:13][C:12](=[S:27])[CH2:11][CH2:10]3)[CH:2]=1. Procedure: A mixture of 6-Pyridin-3-yl-3,4-dihydro-1H-quinolin-2-one (395 mg, 1.76 mmol) and Lawessons reagent (356 mg, 0.88 mmol) was refluxed in 30 ml toluene for 2 h. After evaporation of the solvent under reduced pressure, the residue was purified by flash chromatography on silica gel (hexanes/ethyl acetate, 3/7, Rf=0.31) which gave 6-Pyridin-3-yl-3,4-dihydro-1H-quinoline-2-thione as yellow plates (63 mg, 0.26 mmol, 15%), mp (hexanes/ethyl acetate) 267° C. 1H-NMR (500 MHz, DMSO-d6): δ=2.87 (m, 2H), 2.9... Starting materials: [BH4-].[Na+] (NaBH4), C(C)OC(CN1N=NC(=C1)C1=NC(=CC=C1)Br)=O (ethyl[4-(6-bromopyridin-2-yl)-1H-1,2,3-triazol-1-yl]acetate). Solvent: CO (MeOH), CO (MeOH), O (water). Conditions: time 2 hour. Product: EtOAc hexanes, BrC1=CC=CC(=N1)C=1N=NN(C1)CCO (2-[4-(6-Bromopyridin-2-yl)-1H-1,2,3-triazol-1-yl]ethanol). Isolated yield 20.0%. As a reaction SMILES: [BH4-].[Na+].C([O:5][C:6](=O)[CH2:7][N:8]1[CH:12]=[C:11]([C:13]2[CH:18]=[CH:17][CH:16]=[C:15]([Br:19])[N:14]=2)[N:10]=[N:9]1)C>CO.O>[Br:19][C:15]1[N:14]=[C:13]([C:11]2[N:10]=[N:9][N:8]([CH2:7][CH2:6][OH:5])[CH:12]=2)[CH:18]=[CH:17][CH:16]=1 |f:0.1|. Reported procedure: To a solution of NaBH4 (60 mg, 1.58 mmol) in MeOH (3.0 mL) at room temperature was added ethyl[4-(6-bromopyridin-2-yl)-1H-1,2,3-triazol-1-yl]acetate (245 mg, 0.79 mmol) in MeOH (7.0 mL) The reaction was stirred at room temperature for 2 h. It was then diluted with water and extracted with EtOAc (2×). The combined organic layers were washed with brine, dried (MgSO4), filtered, and evaporated. Flash chromatography (20-100% EtOAc/hexanes) afforded the title compound as a colorless gum. Reactants: ClCCl, C1CCCCC1, C=C(C(=O)c1ccc(OC)c(Cl)c1Cl)c1ccccc1, O=S(=O)(O)O, c1ccccc1. Product: COc1cc2c(c(Cl)c1Cl)C(=O)C(c1ccccc1)C2. RXN SMILES: [CH2:21]([Cl:22])[Cl:23].[CH2:29]1[CH2:30][CH2:31][CH2:32][CH2:33][CH2:34]1.[Cl:1][c:2]1[c:3]([O:19][CH3:20])[cH:4][cH:5][c:6]([C:9]([C:10](=[CH2:11])[c:12]2[cH:13][cH:14][cH:15][cH:16][cH:17]2)=[O:18])[c:7]1[Cl:8].[S:24](=[O:25])(=[O:26])([OH:27])[OH:28].[cH:35]1[cH:36][cH:37][cH:38][cH:39][cH:40]1>>[Cl:1][c:2]1[c:3]([O:19][CH3:20])[cH:4][c:5]2[c:6]([c:7]1[Cl:8])[C:9](=[O:18])[CH:10]([c:12]1[cH:13][cH:14][cH:15][cH:16][cH:17]1)[CH2:11]2. Solvent: CO (methanol), C(Cl)(Cl)Cl (chloroform), [Cl-].[Na+].O (brine). Yield: 87.5%. Reaction SMILES: [C:1]1([C:7]2[O:11][C:10]3[CH:12]=[CH:13][C:14]([O:16]C)=[CH:15][C:9]=3[CH:8]=2)[CH:6]=[CH:5][CH:4]=[CH:3][CH:2]=1.C[Si](I)(C)C>C(Cl)(Cl)Cl.CO.[Cl-].[Na+].O>[C:1]1([C:7]2[O:11][C:10]3[CH:12]=[CH:13][C:14]([OH:16])=[CH:15][C:9]=3[CH:8]=2)[CH:2]=[CH:3][CH:4]=[CH:5][CH:6]=1 |f:4.5.6|. Run at temperature 50 celsius. Reactants: C1(=CC=CC=C1)C1=CC2=C(O1)C=CC(=C2)OC (2-phenyl-5-methoxybenzo[b]furan), C[Si](C)(C)I (trimethylsilyl iodide), C[Si](C)(C)I (trimethylsilyl iodide). Product: C1(=CC=CC=C1)C1=CC2=C(O1)C=CC(=C2)O (2-Phenyl-5-hydroxybenzo[b]furan). Procedure details: A solution of 2-phenyl-5-methoxybenzo[b]furan (K K Thomas and M M Bokadia, J Indian Chem. Soc. 1966, 43, 713) (0.5 g, 2.23 mmol) in absolute chloroform (4 ml) was treated with trimethylsilyl iodide (0.44 ml, 3.09 mmol) and warmed at 50° C. for 48 h. A further quantity (0.22 ml) of trimethylsilyl iodide was added during this period. The reaction mixture was diluted with methanol (20 ml), treated with brine (40 ml) and extracted into diethyl ether (2×40 ml). The combined extracts were washed with ... Reactants: NC1CCCN(C2=C1C=CC=C2)C(C2=CC=C(C=C2)NC(C2=C(C=CC=C2)C)=O)=O (5-amino-1-[4-(2-methylbenzoylamino)benzoyl]-2,3,4,5-tetrahydro-1H-benzazepine), COC1OC(CC1)OC (2,5-dimethoxytetrahydrofuran). Run in C(C)(=O)O (acetic acid). Yields the product N1(C=CC=C1)C1CCCN(C2=C1C=CC=C2)C(C2=CC=C(C=C2)NC(C2=C(C=CC=C2)C)=O)=O (5-(1-pyrrolyl)-1-[4-(2-methylbenzoylamino)benzoyl]-2,3,4,5-tetrahydro-1H-benzazepine). As a reaction SMILES: [NH2:1][CH:2]1[C:8]2[CH:9]=[CH:10][CH:11]=[CH:12][C:7]=2[N:6]([C:13](=[O:30])[C:14]2[CH:19]=[CH:18][C:17]([NH:20][C:21](=[O:29])[C:22]3[CH:27]=[CH:26][CH:25]=[CH:24][C:23]=3[CH3:28])=[CH:16][CH:15]=2)[CH2:5][CH2:4][CH2:3]1.CO[CH:33]1[CH2:37][CH2:36][CH:35](OC)O1>C(O)(=O)C>[N:1]1([CH:2]2[C:8]3[CH:9]=[CH:10][CH:11]=[CH:12][C:7]=3[N:6]([C:13](=[O:30])[C:14]3[CH:19]=[CH:18][C:17]([NH:20][C:21](=[O:29])[C:22]4[CH:27]=[CH:26][CH:25]=[CH:24][C:23]=4[CH3:28])=[CH:16][CH:15]=3)[CH2:5][CH2:4][CH2:3]2)[CH:33]=[CH:37][CH:36]=[CH:35]1. Procedure details: To a solution of 5-amino-1-[4-(2-methylbenzoylamino)benzoyl]-2,3,4,5-tetrahydro-1H-benzazepine (0.6 g) in acetic acid (10 ml) is added dropwise 2,5-dimethoxytetrahydrofuran (0.19 ml), and the mixture is refluxed for 1 hour. The reaction solution is concentrated and the resulting residue is purified by silica gel column chromatography (eluent; dichloromethane:methanol=50:1), and recrystallized from ethyl acetate/n-hexane to give 5-(1-pyrrolyl)-1-[4-(2-methylbenzoylamino)benzoyl]-2,3,4,5-tetrahydr... Reactants: BrC=1C=C(C=CC1)SCC=1C=C(C(C(=O)OC)=CC1)C(=O)OC (Dimethyl 4-(3-bromophenylsulphanylmethyl)phthalate), [BH4-].[Li+] (lithium borohydride). The solvent is C1CCOC1 (THF). Product: BrC=1C=C(C=CC1)SCC=1C=CC(=C(C1)CO)CO ([5-(3-Bromophenylsulphanylmethyl)-2-hydroxymethylphenyl]methanol). RXN SMILES: [Br:1][C:2]1[CH:3]=[C:4]([S:8][CH2:9][C:10]2[CH:11]=[C:12]([C:20](OC)=[O:21])[C:13](=[CH:18][CH:19]=2)[C:14](OC)=[O:15])[CH:5]=[CH:6][CH:7]=1.[BH4-].[Li+]>C1COCC1>[Br:1][C:2]1[CH:3]=[C:4]([S:8][CH2:9][C:10]2[CH:19]=[CH:18][C:13]([CH2:14][OH:15])=[C:12]([CH2:20][OH:21])[CH:11]=2)[CH:5]=[CH:6][CH:7]=1 |f:1.2|. Procedure details: Dimethyl 4-(3-bromophenylsulphanylmethyl)phthalate (10 g, 26 mmol) is dissolved in 120 mL of anhydrous THF. 2.2 g of lithium borohydride (100 mmol) are then added slowly, after which the reaction medium is refluxed for 12 h. After cooling and treatment with saturated ammonium chloride solution, the reaction medium is extracted with ethyl acetate. The organic phases are combined, dried and concentrated under reduced pressure. The residue is purified by chromatography on a column of silica, to giv...